Task: describe an organic reaction: reactants, conditions, products, and yield. Dataset: the Open Reaction Database (ORD), a public repository of structured organic reaction records As a reaction SMILES: O=C1C2C(=CC=CC=2)N=C(C(OCC)=O)N1.[Cl:17][C:18]1[CH:19]=[C:20]([C:24]2[C:32]3[C:31](=[O:33])[NH:30][C:29]([C:34]([O:36]CC)=O)=[N:28][C:27]=3[S:26][CH:25]=2)[CH:21]=[CH:22][CH:23]=1.C1(C(C2C=CC=CC=2)(C2C=CC=CC=2)N2C=NC(CCCOC3C=C(CN)C=CN=3)=N2)C=CC=CC=1.C1(C(C2C=CC=CC=2)(C2C=CC=CC=2)[N:82]2[CH:86]=[N:85][C:84]([O:87][CH2:88][CH2:89][O:90][C:91]3[CH:92]=[C:93]([CH2:97][NH2:98])[CH:94]=[CH:95][CH:96]=3)=[N:83]2)C=CC=CC=1>>[Cl:17][C:18]1[CH:19]=[C:20]([C:24]2[C:32]3[C:31](=[O:33])[NH:30][C:29]([C:34]([NH:98][CH2:97][C:93]4[CH:94]=[CH:95][CH:96]=[C:91]([O:90][CH2:89][CH2:88][O:87][C:84]5[N:85]=[CH:86][NH:82][N:83]=5)[CH:92]=4)=[O:36])=[N:28][C:27]=3[S:26][CH:25]=2)[CH:21]=[CH:22][CH:23]=1. Yield: 45.0%. Procedure details: By a method similar to that in Example 22, and using, instead of ethyl 4-oxo-3,4-dihydro-2-quinazolinecarboxylate, ethyl 5-(3-chlorophenyl)-4-oxo-3,4-dihydrothieno[2,3-d]pyrimidine-2-carboxylate obtained in Reference Example 73 and using, instead of 1-[2-({3-[1-(triphenylmethyl)-1H-1,2,4-triazol-3-yl]propyl}oxy)pyridin-4-yl]methaneamine, 1-{3-[(2-{[1-(triphenylmethyl)-1H-1,2,4-triazol-3-yl]oxy}ethyl)oxy]phenyl}methanamine obtained in Reference Example 32, the title compound was obtained as a whi... Yields the product ClC=1C=C(C=CC1)C1=CSC=2N=C(NC(C21)=O)C(=O)NCC2=CC(=CC=C2)OCCOC2=NNC=N2 (5-(3-chlorophenyl)-4-oxo-N-{3-[2-(1H-1,2,4-triazol-3-yloxy)ethoxy]benzyl}-3,4-dihydrothieno[2,3-d]pyrimidine-2-carboxamide), powder. Reactants: C1(=CC=CC=C1)C(N1N=C(N=C1)CCCOC1=NC=CC(=C1)CN)(C1=CC=CC=C1)C1=CC=CC=C1 (1-[2-({3-[1-(triphenylmethyl)-1H-1,2,4-triazol-3-yl]propyl}oxy)pyridin-4-yl]methaneamine), C1(=CC=CC=C1)C(N1N=C(N=C1)OCCOC=1C=C(C=CC1)CN)(C1=CC=CC=C1)C1=CC=CC=C1 (1-{3-[(2-{[1-(triphenylmethyl)-1H-1,2,4-triazol-3-yl]oxy}ethyl)oxy]phenyl}methanamine), O=C1NC(=NC2=CC=CC=C12)C(=O)OCC (ethyl 4-oxo-3,4-dihydro-2-quinazolinecarboxylate), ClC=1C=C(C=CC1)C1=CSC=2N=C(NC(C21)=O)C(=O)OCC (ethyl 5-(3-chlorophenyl)-4-oxo-3,4-dihydrothieno[2,3-d]pyrimidine-2-carboxylate). Starting materials: Cl (hydrochloric acid), C([O-])([O-])=O.[Na+].[Na+] (sodium carbonate), ClC1=CC=C(C=C1)CCC1(OC1)C(C)(C)C (2-(4-chlorophenylethyl)-2-tert.-butyl-oxirane), N1N=CN=C1 (1,2,4-triazole). The solvent is O (water), CS(=O)C (dimethylsulphoxide). Reaction conditions: temperature 110 celsius. The product is ClC1=CC=C(C=C1)CCC(C(C)(C)C)(O)CN1N=CN=C1 (1-(4-chlorophenyl)-3-(1,2,4-triazol-1-ylmethyl)-4,4-dimethyl-pentan-3-ol). Yield: 41.6%. RXN SMILES: C(=O)([O-])[O-].[Na+].[Na+].[Cl:7][C:8]1[CH:13]=[CH:12][C:11]([CH2:14][CH2:15][C:16]2([C:19]([CH3:22])([CH3:21])[CH3:20])[CH2:18][O:17]2)=[CH:10][CH:9]=1.[NH:23]1[CH:27]=[N:26][CH:25]=[N:24]1.Cl>O.CS(C)=O>[Cl:7][C:8]1[CH:13]=[CH:12][C:11]([CH2:14][CH2:15][C:16]([CH2:18][N:23]2[CH:27]=[N:26][CH:25]=[N:24]2)([OH:17])[C:19]([CH3:22])([CH3:21])[CH3:20])=[CH:10][CH:9]=1 |f:0.1.2|. Procedure: 5.3 g (0.05 mole) of sodium carbonate were added to a mixture of 245.2 g (1 mole) of 2-(4-chlorophenylethyl)-2-tert.-butyl-oxirane (97.2% pure), 72.5 g (1 mole) of 1,2,4-triazole (95.2% pure) and 380 ml of dimethylsulphoxide at room temperature, while stirring, and the mixture was then heated at 110° C. for 4 hours. Thereafter, the reaction mixture was poured into 1 liter of water and neutralized with dilute aqueous hydrochloric acid. The liquid phase was decanted off from the solid and the resi... The reactants are C(C)(C)[Mg]Br (isopropyl magnesium bromide), ClC1=CC=C(C=C(C#N)C#N)C=C1 ((4-chlorobenzylidene)malononitrile), Cl (hydrochloric acid). Run in O1CCCC1 (tetrahydrofuran), O1CCCC1 (tetrahydrofuran), [Cu]I (copper (I) iodide). Yields the product ClC1=CC=C(C=C1)C(C(C)C)C(C#N)C#N ((1-(4-chlorophenyl)-2-methylpropyl)malononitrile). Yield: 52.0%. Reaction SMILES: [Cl:1][C:2]1[CH:13]=[CH:12][C:5]([CH:6]=[C:7]([C:10]#[N:11])[C:8]#[N:9])=[CH:4][CH:3]=1.[CH:14]([Mg]Br)([CH3:16])[CH3:15].Cl>O1CCCC1.[Cu]I>[Cl:1][C:2]1[CH:3]=[CH:4][C:5]([CH:6]([CH:7]([C:8]#[N:9])[C:10]#[N:11])[CH:14]([CH3:16])[CH3:15])=[CH:12][CH:13]=1. Procedure: First, 1.02 g of (4-chlorobenzylidene)malononitrile was dissolved in 20 ml of tetrahydrofuran, to which a catalytic amount of copper (I) iodide was added, and while stirring under ice cooling, a solution of isopropyl magnesium bromide in tetrahydrofuran (prepared from 0.34 g of magnesium, 10 ml of tetrahydrofuran, and 1.46 ml of isopropyl bromide) was added dropwise, followed by stirring for 30 minutes under ice cooling. Then, 10% hydrochloric acid was added to the reaction mixture, which became... The reactants are CCOC(C)=O, CO, Nc1ccc([N+](=O)[O-])c(N)c1. Yields the product Nc1ccc(N)c(N)c1. As a reaction SMILES: [C:14]([O:15][CH2:16][CH3:17])(=[O:18])[CH3:19].[CH3:12][OH:13].[NH2:1][c:2]1[cH:3][cH:4][c:5]([N+:9]([O-:10])=[O:11])[c:6]([NH2:8])[cH:7]1>>[NH2:1][c:2]1[cH:3][cH:4][c:5]([NH2:9])[c:6]([NH2:8])[cH:7]1. The reactants are Cc1ccccc1, O=S(Cl)Cl, O=S(=O)(c1ccccc1)c1ccc2c(c1)OCCC2O. The product is O=S(=O)(c1ccccc1)c1ccc2c(c1)OCCC2Cl. RXN SMILES: [CH3:25][c:26]1[cH:27][cH:28][cH:29][cH:30][cH:31]1.[S:21]([Cl:22])([Cl:23])=[O:24].[c:1]1([S:7](=[O:8])(=[O:9])[c:10]2[cH:11][cH:12][c:13]3[c:18]([cH:19]2)[O:17][CH2:16][CH2:15][CH:14]3[OH:20])[cH:2][cH:3][cH:4][cH:5][cH:6]1>>[c:1]1([S:7](=[O:8])(=[O:9])[c:10]2[cH:11][cH:12][c:13]3[c:18]([cH:19]2)[O:17][CH2:16][CH2:15][CH:14]3[Cl:23])[cH:2][cH:3][cH:4][cH:5][cH:6]1. Reactants: O=C([O-])[O-], O=C(Cl)C(Cl)(Cl)Cl, [K+], [K+], O, c1cc[nH]c1. The product is O=C(c1ccc[nH]1)C(Cl)(Cl)Cl. As a reaction SMILES: [C:13](=[O:14])([O-:15])[O-:16].[Cl:1][C:2]([C:3](=[O:4])[Cl:5])([Cl:6])[Cl:7].[K+:17].[K+:18].[OH2:19].[nH:8]1[cH:9][cH:10][cH:11][cH:12]1>>[Cl:1][C:2]([C:3](=[O:4])[c:9]1[nH:8][cH:12][cH:11][cH:10]1)([Cl:6])[Cl:7]. Starting materials: [H-].[Al+3].[Li+].[H-].[H-].[H-] (lithium aluminium hydride), C1C(NCCC2=C1C1=C(SC3=C2C=CC=C3)C=CC=C1)=O (1,3,4,5-tetrahydro-2H-dibenzo[2,3:6,7]thiepino[4,5-d]azepine-2-one), [H-].[Al+3].[H-].[H-] (aluminium hydride), [Cl-].[Al+3].[Cl-].[Cl-] (aluminium chloride), ice. Solvent: C(C)OCC (diethyl ether), C(C)OCC (diethyl ether), O (water), C(C)OCC (diethyl ether). Yields the product C1CNCCC2=C1C1=C(SC3=C2C=CC=C3)C=CC=C1 (2,3,4,5-tetrahydro-1H-dibenzo[2,3:6,7]thiepino[4,5-d]azepine). Reaction SMILES: [H-].[Al+3].[Li+].[H-].[H-].[H-].[Cl-].[Al+3].[Cl-].[Cl-].[CH2:11]1[C:17]2[C:18]3[CH:30]=[CH:29][CH:28]=[CH:27][C:19]=3[S:20][C:21]3[CH:26]=[CH:25][CH:24]=[CH:23][C:22]=3[C:16]=2[CH2:15][CH2:14][NH:13][C:12]1=O.[H-].[Al+3].[H-].[H-]>O.C(OCC)C>[CH2:11]1[C:17]2[C:18]3[CH:30]=[CH:29][CH:28]=[CH:27][C:19]=3[S:20][C:21]3[CH:26]=[CH:25][CH:24]=[CH:23][C:22]=3[C:16]=2[CH2:15][CH2:14][NH:13][CH2:12]1 |f:0.1.2.3.4.5,6.7.8.9,11.12.13.14|. Procedure details: With stirring and excluding moisture, a suspension of 1.14 g (0.03 mole) of lithium aluminium hydride in 75 ml of abs. diethyl ether is introduced slowly in a nitrogen atmosphere to an ice-cooled solution of 4 g (0.03 mole) of aluminium chloride in 100 ml of abs. diethyl ether in such a manner that the reaction temperature does not exceed 5° C. Thereafter a suspension of 2.93 g (0.01 mole) of 1,3,4,5-tetrahydro-2H-dibenzo[2,3:6,7]thiepino[4,5-d]azepine-2-one in 50 ml of abs. diethyl ether is add... Starting materials: O=S(=O)(Cl)c1c(Cl)cccc1Cl, N, c1ccncc1. Product: NS(=O)(=O)c1c(Cl)cccc1Cl. As a reaction SMILES: [Cl:1][c:2]1[c:3]([S:9](=[O:10])(=[O:11])[Cl:12])[c:4]([Cl:8])[cH:5][cH:6][cH:7]1.[NH3:13].[cH:14]1[cH:15][cH:16][n:17][cH:18][cH:19]1>>[Cl:1][c:2]1[c:3]([S:9](=[O:10])(=[O:11])[NH2:13])[c:4]([Cl:8])[cH:5][cH:6][cH:7]1. Starting materials: ICC (iodoethane), BrC1=CC=C(C=C1)[C@@H](CC(=O)C1=CC(=NC=C1)C)C1=C(C=CC=C1)C ((R)-3-(4-Bromo-phenyl)-1-(2-methyl-pyridin-4-yl)-3-o-tolyl-propan-1-one), [OH-].[K+] (potassium hydroxide), C(C)(C)(C)P(C1=C(C=CC=C1)C1=C(C=C(C=C1C(C)C)C(C)C)C(C)C)C(C)(C)C (2-di-tert-butylphosphino-2′,4′,6′-triisopropyl-biphenyl), [Cl-].[NH4+] (ammonium chloride). Reagents/catalysts: [Br-].C(CCCCCCCCCCCCCCC)[N+](C)(C)C (cetyl trimethyl-ammonium bromide), C=1C=CC(=CC1)/C=C/C(=O)/C=C/C2=CC=CC=C2.C=1C=CC(=CC1)/C=C/C(=O)/C=C/C2=CC=CC=C2.C=1C=CC(=CC1)/C=C/C(=O)/C=C/C2=CC=CC=C2.[Pd].[Pd] (tris(dibenzylideneacetone)dipalladium(0)). Solvent: O1CCOCC1 (1,4-dioxane), O (water), C(C)(=O)OCC (ethyl acetate). Run at temperature 100 celsius, time 3 hour. The product is C(C)OC1=CC=C(C=C1)[C@@H](CC(=O)C1=CC(=NC=C1)C)C1=C(C=CC=C1)C ((R)-3-(4-Ethoxy-phenyl)-1-(2-methyl-pyridin-4-yl)-3-o-tolyl-propan-1-one). Yield: 90.0%. As a reaction SMILES: Br[C:2]1[CH:7]=[CH:6][C:5]([C@H:8]([C:19]2[CH:24]=[CH:23][CH:22]=[CH:21][C:20]=2[CH3:25])[CH2:9][C:10]([C:12]2[CH:17]=[CH:16][N:15]=[C:14]([CH3:18])[CH:13]=2)=[O:11])=[CH:4][CH:3]=1.[OH-:26].[K+].C(P([C:54]([CH3:57])(C)C)C1C=CC=CC=1C1C(C(C)C)=CC(C(C)C)=CC=1C(C)C)(C)(C)C.ICC.[Cl-].[NH4+]>O1CCOCC1.O.[Br-].C([N+](C)(C)C)CCCCCCCCCCCCCCC.C1C=CC(/C=C/C(/C=C/C2C=CC=CC=2)=O)=CC=1.C1C=CC(/C=C/C(/C=C/C2C=CC=CC=2)=O)=CC=1.C1C=CC(/C=C/C(/C=C/C2C=CC=CC=2)=O)=CC=1.[Pd].[Pd].C(OCC)(=O)C>[CH2:54]([O:26][C:2]1[CH:7]=[CH:6][C:5]([C@H:8]([C:19]2[CH:24]=[CH:23][CH:22]=[CH:21][C:20]=2[CH3:25])[CH2:9][C:10]([C:12]2[CH:17]=[CH:16][N:15]=[C:14]([CH3:18])[CH:13]=2)=[O:11])=[CH:4][CH:3]=1)[CH3:57] |f:1.2,5.6,9.10,11.12.13.14.15|. Procedure: To a white suspension of (R)-3-(4-bromo-phenyl)-1-(2-methyl-pyridin-4-yl)-3-o-tolyl-propan-1-one (example 142, step 2, 200 mg) and potassium hydroxide (171 mg) in 1,4-dioxane (1 mL) and water (2 mL) under argon were added 2-di-tert-butylphosphino-2′,4′,6′-triisopropyl-biphenyl (17.2 mg) and tris(dibenzylideneacetone)dipalladium(0) (9.3 mg). The reaction mixture was heated to 100° C. and stirred for 3 hours. After cooling at room temperature, cetyl trimethyl-ammonium bromide (18.5 mg) and iodoeth...